Dataset: the Open Reaction Database (ORD), a public repository of structured organic reaction records. Task: describe an organic reaction: reactants, conditions, products, and yield The reactants are CC(=O)OC(C)=O, Cc1ccccc1, [Cl-], [Na+], CCOC(=O)c1cc(C#Cc2ccc(S(=O)(=O)Cl)cc2)ccc1O, O=S(=O)(O)O. The product is CCOC(=O)c1cc(C#Cc2ccc(S(=O)(=O)Cl)cc2)ccc1OC(C)=O. Reaction SMILES: [CH3:32][C:33](=[O:34])[O:35][C:36](=[O:37])[CH3:38].[CH3:39][c:40]1[cH:41][cH:42][cH:43][cH:44][cH:45]1.[Cl-:31].[Na+:30].[OH:1][c:2]1[c:3]([C:4](=[O:5])[O:6][CH2:7][CH3:8])[cH:9][c:10]([C:13]#[C:14][c:15]2[cH:16][cH:17][c:18]([S:21](=[O:22])(=[O:23])[Cl:24])[cH:19][cH:20]2)[cH:11][cH:12]1.[S:25](=[O:26])(=[O:27])([OH:28])[OH:29]>>[O:1]([c:2]1[c:3]([C:4](=[O:5])[O:6][CH2:7][CH3:8])[cH:9][c:10]([C:13]#[C:14][c:15]2[cH:16][cH:17][c:18]([S:21](=[O:22])(=[O:23])[Cl:24])[cH:19][cH:20]2)[cH:11][cH:12]1)[C:33]([CH3:32])=[O:34].